Task: describe an organic reaction: reactants, conditions, products, and yield. Dataset: the Open Reaction Database (ORD), a public repository of structured organic reaction records The reactants are BrC(CC=1C=CC(=C(C(=O)NCC2=CC=C(C=C2)C(F)(F)F)C1)OC)C(N)=O (5-(2-bromo-2-carbamoylethyl)-2-methoxy-N-(4-trifluoromethylbenzyl)benzamide), C(C)(=S)[O-].[K+] (potassium thioacetate). The solvent is O1CCCC1 (tetrahydrofuran). Run at time 6 hour. The product is C(C)(=O)SC(CC=1C=CC(=C(C(=O)NCC2=CC=C(C=C2)C(F)(F)F)C1)OC)C(N)=O (5-(2-acetylthio-2-carbamoylethyl)-2-methoxy-N-(4-trifluoromethylbenzyl)benzamide). Yield: 91.4%. As a reaction SMILES: Br[CH:2]([C:26](=[O:28])[NH2:27])[CH2:3][C:4]1[CH:5]=[CH:6][C:7]([O:24][CH3:25])=[C:8]([CH:23]=1)[C:9]([NH:11][CH2:12][C:13]1[CH:18]=[CH:17][C:16]([C:19]([F:22])([F:21])[F:20])=[CH:15][CH:14]=1)=[O:10].[C:29]([O-:32])(=[S:31])[CH3:30].[K+]>O1CCCC1>[C:29]([S:31][CH:2]([C:26](=[O:28])[NH2:27])[CH2:3][C:4]1[CH:5]=[CH:6][C:7]([O:24][CH3:25])=[C:8]([CH:23]=1)[C:9]([NH:11][CH2:12][C:13]1[CH:18]=[CH:17][C:16]([C:19]([F:22])([F:21])[F:20])=[CH:15][CH:14]=1)=[O:10])(=[O:32])[CH3:30] |f:1.2|. Reported procedure: To 1.00 g of 5-(2-bromo-2-carbamoylethyl)-2-methoxy-N-(4-trifluoromethylbenzyl)benzamide were added 80 ml of tetrahydrofuran and 368 mg of potassium thioacetate under an atmosphere of argon, and the mixture was stirred for 6 hours at room temperature. Solvent was distilled off under reduced pressure, and ethyl acetate was added to the residue, which was washed with water and saturated brine in sequence and dried over anhydrous sodium sulfate. Solvent was distilled off under reduced pressure, and... Starting materials: C(C)(C)=NOC1=C(C#N)C(=CC=C1)OCOC (2-[(Isopropylidenamino)oxy]-6-methoxymethoxybenzonitrile), HCl-ether. Solvent: CO (methanol). Conditions: time 16 hour. Yields the product NC1=NOC2=C1C(=CC=C2)O (3-amino-4-hydroxy-1,2-benzisoxazole). Yield: 88.5%. As a reaction SMILES: C(=[N:4][O:5][C:6]1[CH:13]=[CH:12][CH:11]=[C:10]([O:14]COC)[C:7]=1[C:8]#[N:9])(C)C>CO>[NH2:9][C:8]1[C:7]2[C:10]([OH:14])=[CH:11][CH:12]=[CH:13][C:6]=2[O:5][N:4]=1. Reported procedure: 2-[(Isopropylidenamino)oxy]-6-methoxymethoxybenzonitrile of Example 1(c) (9.91 g, 0.0423 mole) was dissolved in 100 ml of methanol and then 100 ml of freshly prepared saturated HCl-ether was added. After stirring overnight (about 16 hours) at room temperature the reaction mixture was concentrated under reduced pressure and the residue triturated with CH2Cl2 and filtered. Recrystallization from methanol-water gave 5.62 g (89%) of 3-amino-4-hydroxy-1,2-benzisoxazole, mp 255° (d). The reactants are CO, NC1CCCCCCC1, O=Cc1ccc2c(c1)OCO2, Cc1ccc(S(=O)(=O)O)cc1. Product: c1cc2c(cc1CNC1CCCCCCC1)OCO2. As a reaction SMILES: [CH3:32][OH:33].[CH:12]1([NH2:20])[CH2:13][CH2:14][CH2:15][CH2:16][CH2:17][CH2:18][CH2:19]1.[CH:1](=[O:2])[c:3]1[cH:4][cH:5][c:6]2[c:10]([cH:11]1)[O:9][CH2:8][O:7]2.[c:21]1([CH3:22])[cH:23][cH:24][c:25]([S:26]([OH:27])(=[O:28])=[O:29])[cH:30][cH:31]1>>[CH2:1]([c:3]1[cH:4][cH:5][c:6]2[c:10]([cH:11]1)[O:9][CH2:8][O:7]2)[NH:20][CH:12]1[CH2:13][CH2:14][CH2:15][CH2:16][CH2:17][CH2:18][CH2:19]1. Starting materials: [Na] (sodium), C(CO)O (ethylene glycol), ClC1=C(C(=NC=N1)NS(=O)(=O)C1=CC=C(C=C1)C=C)CC1=C(C=CC=C1OC)OC (N-[6-chloro-5-(2,6-dimethoxybenzyl)-4-pyrimidinyl]-p-vinyl-benzenesulfonamide). Run at temperature 150 celsius. Product: COC1=C(CC=2C(=NC=NC2OCCO)NS(=O)(=O)C2=CC=C(C=C2)C=C)C(=CC=C1)OC (N-[5-(2,6-dimethoxybenzyl)-6-(2-hydroxyethoxy)-4-pyrimidinyl]-p-vinylbenzenesulfonamide). RXN SMILES: [Na].Cl[C:3]1[N:8]=[CH:7][N:6]=[C:5]([NH:9][S:10]([C:13]2[CH:18]=[CH:17][C:16]([CH:19]=[CH2:20])=[CH:15][CH:14]=2)(=[O:12])=[O:11])[C:4]=1[CH2:21][C:22]1[C:27]([O:28][CH3:29])=[CH:26][CH:25]=[CH:24][C:23]=1[O:30][CH3:31].[CH2:32]([OH:35])[CH2:33][OH:34]>>[CH3:31][O:30][C:23]1[CH:24]=[CH:25][CH:26]=[C:27]([O:28][CH3:29])[C:22]=1[CH2:21][C:4]1[C:5]([NH:9][S:10]([C:13]2[CH:18]=[CH:17][C:16]([CH:19]=[CH2:20])=[CH:15][CH:14]=2)(=[O:12])=[O:11])=[N:6][CH:7]=[N:8][C:3]=1[O:34][CH2:33][CH2:32][OH:35] |^1:0|. Procedure: 60 mg of sodium were added to 2 ml of ethylene glycol at 70° C. Thereafter, 223 mg of N-[6-chloro-5-(2,6-dimethoxybenzyl)-4-pyrimidinyl]-p-vinyl-benzenesulfonamide were added and the reaction mixture was heated at 150° C. for 4.5 hours. The ethylene glycol was distilled under reduced pressure, the residue was taken up in EtOAc/H2O and extracted once with ethyl acetate. Thereafter, the aqueous phase was acidified with 1N HCl and extracted four times with ethyl acetate. The organic phase was dried... Reagents/catalysts: C=1C=CC(=CC1)/C=C/C(=O)/C=C/C2=CC=CC=C2.C=1C=CC(=CC1)/C=C/C(=O)/C=C/C2=CC=CC=C2.C=1C=CC(=CC1)/C=C/C(=O)/C=C/C2=CC=CC=C2.[Pd].[Pd] (tris(dibenzylideneacetone)dipalladium(0)). The reactants are C1(CCCCC1)P(C1=C(C=CC=C1)C=1C(=CC=CC1)N(C)C)C1CCCCC1 (2′-(dicyclohexylphosphino)-N,N-dimethylbiphenyl-2-amine), C(C)(=O)N1[C@H](C[C@H](C2=CC(=CC=C12)C=1N=NN(C1)CCO[Si](C)(C)C(C)(C)C)N)C ((2S,4R)-1-acetyl-6-[1-(2-{[(1,1-dimethylethyl)(dimethyl)silyl]oxy}ethyl)-1H-1,2,3-triazol-4-yl]-2-methyl-1,2,3,4-tetrahydro-4-quinolinamine), CC(C)([O-])C.[Na+] (sodium tert-butoxide), Intermediate 44, ClC1=NC=CC=C1C (2-chloro-3-methylpyridine). Reaction conditions: temperature 100 celsius, time 5 hour. Reported procedure: To a solution of (2S,4R)-1-acetyl-6-[1-(2-{[(1,1-dimethylethyl)(dimethyl)silyl]oxy}ethyl)-1H-1,2,3-triazol-4-yl]-2-methyl-1,2,3,4-tetrahydro-4-quinolinamine (for a preparation, see Intermediate 44) (31 mg, 0.072 mmol) and 2-chloro-3-methylpyridine (27.6 mg, 0.216 mmol) in toluene (2.5 mL) were successively added sodium tert-butoxide (69.3 mg, 0.722 mmol), tris(dibenzylideneacetone)dipalladium(0) (66.1 mg, 0.072 mmol) and 2′-(dicyclohexylphosphino)-N,N-dimethylbiphenyl-2-amine (DavePhos) (56.8 mg... Reaction SMILES: [C:1]([N:4]1[C:13]2[C:8](=[CH:9][C:10]([C:14]3[N:15]=[N:16][N:17]([CH2:19][CH2:20][O:21][Si](C(C)(C)C)(C)C)[CH:18]=3)=[CH:11][CH:12]=2)[C@H:7]([NH2:29])[CH2:6][C@@H:5]1[CH3:30])(=[O:3])[CH3:2].Cl[C:32]1[C:37]([CH3:38])=[CH:36][CH:35]=[CH:34][N:33]=1.CC(C)([O-])C.[Na+].C1(P(C2CCCCC2)C2C=CC=CC=2C2C(N(C)C)=CC=CC=2)CCCCC1>C1(C)C=CC=CC=1.C1C=CC(/C=C/C(/C=C/C2C=CC=CC=2)=O)=CC=1.C1C=CC(/C=C/C(/C=C/C2C=CC=CC=2)=O)=CC=1.C1C=CC(/C=C/C(/C=C/C2C=CC=CC=2)=O)=CC=1.[Pd].[Pd]>[C:1]([N:4]1[C:13]2[C:8](=[CH:9][C:10]([C:14]3[N:15]=[N:16][N:17]([CH2:19][CH2:20][OH:21])[CH:18]=3)=[CH:11][CH:12]=2)[C@H:7]([NH:29][C:32]2[C:37]([CH3:38])=[CH:36][CH:35]=[CH:34][N:33]=2)[CH2:6][C@@H:5]1[CH3:30])(=[O:3])[CH3:2] |f:2.3,6.7.8.9.10|. The yield is 15.0%. The solvent is C1(=CC=CC=C1)C (toluene). Product: C(C)(=O)N1[C@H](C[C@H](C2=CC(=CC=C12)C=1N=NN(C1)CCO)NC1=NC=CC=C1C)C (2-(4-{(2S,4R)-1-acetyl-2-methyl-4-[(3-methyl-2-pyridinyl)amino]-1,2,3,4-tetrahydro-6-quinolinyl}-1H-1,2,3-triazol-1-yl)ethanol).